Dataset: the Open Reaction Database (ORD), a public repository of structured organic reaction records. Task: describe an organic reaction: reactants, conditions, products, and yield Starting materials: ice, Cl (hydrochloric acid), C(C)(=O)OCC=C(C)C (3,3-Dimethylallyl acetate), N(=O)OCCC(C)C (iso-amyl nitrite), ice-salt. Solvent: C(C)(=O)O (acetic acid), C(C)(=O)O (acetic acid). The product is C(C)(=O)OCC(C(C)(C)Cl)N=O (3-chloro-3-methyl-2-nitroso-1-butyl acetate). As a reaction SMILES: [C:1]([O:4][CH2:5][CH:6]=[C:7]([CH3:9])[CH3:8])(=[O:3])[CH3:2].[N:10]([O:12]CCC(C)C)=O.[ClH:18]>C(O)(=O)C>[C:1]([O:4][CH2:5][CH:6]([N:10]=[O:12])[C:7]([Cl:18])([CH3:9])[CH3:8])(=[O:3])[CH3:2]. Procedure details: 3,3-Dimethylallyl acetate (25 ml.), iso-amyl nitrite (45 ml.) and glacial acetic acid (65 ml.) were cooled in an ice-salt mixture. An ice-cold mixture of concentrated hydrochloric acid (20 ml.) and glacial acetic acid (20 ml.) was added gradually with stirring. The solution became green and towards the end of the addition a white solid precipitated. The solid was collected by filtration and dried (13 g.) Recrystallisation from CCl4 -- 40°/60° petrol gave the title compound as colourless needles ... Starting materials: CC(C)(C)c1nc2cc(S(=O)(=O)Cl)ccc2n1CC1CCC(F)(F)CC1, O=C(NC1CC1)C1CNCCO1, CCN(C(C)C)C(C)C. Product: CC(C)(C)c1nc2cc(S(=O)(=O)N3CCOC(C(=O)NC4CC4)C3)ccc2n1CC1CCC(F)(F)CC1. Reaction SMILES: [C:1]([CH3:2])([CH3:3])([CH3:4])[c:5]1[n:6][c:7]2[c:8]([n:9]1[CH2:10][CH:11]1[CH2:12][CH2:13][C:14]([F:17])([F:18])[CH2:15][CH2:16]1)[cH:19][cH:20][c:21]([S:23](=[O:24])(=[O:25])[Cl:26])[cH:22]2.[CH:27]1([NH:30][C:31](=[O:32])[CH:33]2[O:34][CH2:35][CH2:36][NH:37][CH2:38]2)[CH2:28][CH2:29]1.[CH:39]([N:40]([CH2:41][CH3:42])[CH:43]([CH3:44])[CH3:45])([CH3:46])[CH3:47]>>[C:1]([CH3:2])([CH3:3])([CH3:4])[c:5]1[n:6][c:7]2[c:8]([n:9]1[CH2:10][CH:11]1[CH2:12][CH2:13][C:14]([F:17])([F:18])[CH2:15][CH2:16]1)[cH:19][cH:20][c:21]([S:23](=[O:24])(=[O:25])[N:37]1[CH2:36][CH2:35][O:34][CH:33]([C:31]([NH:30][CH:27]3[CH2:28][CH2:29]3)=[O:32])[CH2:38]1)[cH:22]2.